The task is: describe an organic reaction: reactants, conditions, products, and yield. This data is from the Open Reaction Database (ORD), a public repository of structured organic reaction records. Starting materials: C(C1=CC=CC=C1)(=O)Cl (benzoyl chloride), CCOCC (ether), C1(CCC1)N (cyclobutylamine), C([O-])([O-])=O.[K+].[K+] (Potassium carbonate). The solvent is O (water). Reaction conditions: temperature 25 celsius, time 48 hour. The product is C1(CCC1)N(C(C1=CC=CC=C1)=O)CC#C (N-cyclobutyl-N-(prop-2-ynyl)benzamide). Isolated yield 98.6%. Reaction SMILES: [C:1](Cl)(=[O:8])[C:2]1[CH:7]=[CH:6][CH:5]=[CH:4][CH:3]=1.[C:10](=O)([O-])[O-].[K+].[K+].[CH:16]1([NH2:20])[CH2:19][CH2:18][CH2:17]1.CCO[CH2:24][CH3:25]>O>[CH:16]1([N:20]([CH2:10][C:24]#[CH:25])[C:1](=[O:8])[C:2]2[CH:7]=[CH:6][CH:5]=[CH:4][CH:3]=2)[CH2:19][CH2:18][CH2:17]1 |f:1.2.3|. Reported procedure: A mixture of benzoyl chloride (10.90 mL, 94.60 mmol) in ether (250 mL) and water (150 mL) was cooled over ice. Potassium carbonate (14.62 g, 105.78 mmol) was added followed by drop wise addition of cyclobutylamine (6.00 mL, 70.28 mmol). The ice was removed and the mixture stirred at 25° C. for 48 hours. DCM (350 mL) was added and the mixture washed with water (2×250 mL). The aqueous was back extracted with DCM (2×150 mL). The combined organic extracts were dried over MgSO4, filtered and evaporat... Starting materials: CO, CC(C)(C)OC(=O)N1CCN(CCc2cccc([N+](=O)[O-])c2)CC1. Product: CC(C)(C)OC(=O)N1CCN(CCc2cccc(N)c2)CC1. RXN SMILES: [CH3:25][OH:26].[N+:1]([O-:2])(=[O:3])[c:4]1[cH:5][c:6]([CH2:7][CH2:8][N:9]2[CH2:10][CH2:11][N:12]([C:15](=[O:16])[O:17][C:18]([CH3:19])([CH3:20])[CH3:21])[CH2:13][CH2:14]2)[cH:22][cH:23][cH:24]1>>[NH2:1][c:4]1[cH:5][c:6]([CH2:7][CH2:8][N:9]2[CH2:10][CH2:11][N:12]([C:15](=[O:16])[O:17][C:18]([CH3:19])([CH3:20])[CH3:21])[CH2:13][CH2:14]2)[cH:22][cH:23][cH:24]1. The reactants are three-mouth, ClC1=NC(=C2NC=NC2=N1)Cl (2,6-dichloropurine), C(C)(=O)OCC (ethyl acetate), pyridinium salt, acid, N1CCNCC1 (piperazine), O1CCCC=C1 (2,3-dihydropyrane). The solvent is C(C)N(CC)CC (Triethylamine). Conditions: time 5 minute. Product: N1=CN=C2N=CNC2=C1 (purin). Yield: 195.1%. Reaction SMILES: Cl[C:2]1[N:10]=[C:9]2[C:5]([NH:6][CH:7]=[N:8]2)=[C:4](Cl)[N:3]=1.C(OCC)(=O)C.O1C=CCCC1.N1CCNCC1>C(N(CC)CC)C>[N:3]1[CH:4]=[C:5]2[C:9]([N:8]=[CH:7][NH:6]2)=[N:10][CH:2]=1. Procedure details: In a 100 ml three-mouth bottle, 2,6-dichloropurine (10 g), ethyl acetate (50 ml), pyridinium salt of paratoluenesulfonic acid (0.2 g) are mixed. The above mixture is stirred and heated to a temperature of 35° C., 2,3-dihydropyrane (12 ml) is added thereto within 5 min. The above mixture is reacted at 50˜60° C. for 3 h. The completion of reaction is checked with TCL analysis. Triethylamine (8 ml) and piperazine (7.3 ml) are added to the bottle within 20 min, the above mixture is reacted at the te... The reactants are [C-]#N, CCBr, COC(=O)c1[nH]c2ccccc2c1CN(C)C, CS(C)=O, [K+], O=C(O)CC(O)(CC(=O)O)C(=O)O. Product: COC(=O)c1[nH]c2ccccc2c1CC#N. As a reaction SMILES: [C-:21]#[N:22].[CH2:18]([Br:19])[CH3:20].[CH3:1][N:2]([CH3:3])[CH2:4][c:5]1[c:6]([C:14](=[O:15])[O:16][CH3:17])[nH:7][c:8]2[cH:9][cH:10][cH:11][cH:12][c:13]12.[CH3:37][S:38]([CH3:39])=[O:40].[K+:23].[OH:24][C:25]([CH2:26][C:27]([C:28](=[O:29])[OH:30])([CH2:31][C:32](=[O:33])[OH:34])[OH:35])=[O:36]>>[CH2:4]([c:5]1[c:6]([C:14](=[O:15])[O:16][CH3:17])[nH:7][c:8]2[cH:9][cH:10][cH:11][cH:12][c:13]12)[C:21]#[N:22].